This data is from the Open Reaction Database (ORD), a public repository of structured organic reaction records. The task is: describe an organic reaction: reactants, conditions, products, and yield Reactants: Cl.COC(=O)CCNC(C1=CC(=C(C=C1)NCCCN1CCSCC1)[N+](=O)[O-])=O (3-nitro-4-(3-thiomorpholino-propylamino)-benzoic acid-[N-(2-methoxycarbonyl-ethyl)-amide]-hydrochloride), C(C)(=O)OCC.C(C)O (ethyl acetate ethanol). Product: COC(=O)C1N(CCC1)C(C1=CC(=C(C=C1)NC)[N+](=O)[O-])=O (4-methylamino-3-nitro-benzoic acid-(2-methoxycarbonyl-pyrrolidide)). RXN SMILES: Cl.CO[C:4]([CH2:6][CH2:7][NH:8][C:9](=[O:29])[C:10]1[CH:15]=[CH:14][C:13]([NH:16][CH2:17]CCN2CCSCC2)=[C:12]([N+:26]([O-:28])=[O:27])[CH:11]=1)=O.[C:30]([O:33][CH2:34]C)(=[O:32])[CH3:31].C(O)C>>[CH3:34][O:33][C:30]([CH:31]1[CH2:4][CH2:6][CH2:7][N:8]1[C:9](=[O:29])[C:10]1[CH:15]=[CH:14][C:13]([NH:16][CH3:17])=[C:12]([N+:26]([O-:28])=[O:27])[CH:11]=1)=[O:32] |f:0.1,2.3|. Procedure: The same procedure is used as in (1). Rf value: 0.57 (silica gel; ethyl acetate/ethanol=9:1) Starting materials: [Na] (sodium), C(C=1C(C(=O)NN)=CC=CC1)(=O)NN (phthalhydrazide), ClOC(C)(C)C (t-butyl hypochlorite). Run in CC(=O)C (acetone). Conditions: time 2.5 hour. Product: C1(N=NC(C2=CC=CC=C12)=O)=O (1,4-phthalazinedione). Reaction SMILES: ClOC(C)(C)C.[Na].[C:8]([NH:20][NH2:21])(=[O:19])[C:9]1[C:10](=[CH:15][CH:16]=[CH:17][CH:18]=1)[C:11](NN)=[O:12]>CC(C)=O>[C:8]1(=[O:19])[C:9]2[C:10](=[CH:15][CH:16]=[CH:17][CH:18]=2)[C:11](=[O:12])[N:21]=[N:20]1 |^1:6|. Reported procedure: To a solution of t-butyl hypochlorite (3.8 g., 0.038 m.) in acetone (200 ml.), which was cooled to -60°, is added the sodium salt of phthalhydrazide (4.8 g., 0.021 g.). After 2.5 hours at -60° to -50°, the resulting green reaction mixture is filtered to give a solution of 1,4-phthalazinedione. Cyclopentadiene (2.0 ml. ) is added to the cooled green solution (-50°) and white crystals precipitate almost immediately. After 10 minutes at -50°, the crude product (3.0 g.) is collected by filtration. R... Reactants: Cl (HCl), CO[C@H]1[C@H](C2=CC=CC=C2C1)NC(OC(C)(C)C)=O (tert-butyl (1S,2R)-2-methoxy-2,3-dihydro-1H-inden-1-ylcarbamate). Product: CO[C@H]1[C@H](C2=CC=CC=C2C1)N ((1S,2R)-2-methoxyindan-1-amine), Cl (HCl). Run at time 8 hour. Procedure details: Sodium hydride (0.048 g, 1.2 mmol, 60% dispersion in mineral oil) was added to a mixture of the above intermediate in N,N-dimethylformate (2.3 mL) under N2. The mixture was stirred at r.t. for 10 min., and methyl iodide (0.075 mL, 1.2 mmol) was added. The reaction mixture was stirred at r.t. overnight. The mixture was diluted with water, and extracted with ethyl acetate (3×10 mL). The combined organic layers were dried over MgSO4, filtered and concentrated under reduced pressure. The residue was... As a reaction SMILES: [ClH:1].[CH3:2][O:3][C@@H:4]1[CH2:12][C:11]2[C:6](=[CH:7][CH:8]=[CH:9][CH:10]=2)[C@@H:5]1[NH:13]C(=O)OC(C)(C)C>O1CCOCC1.CO>[CH3:2][O:3][C@@H:4]1[CH2:12][C:11]2[C:6](=[CH:7][CH:8]=[CH:9][CH:10]=2)[C@@H:5]1[NH2:13].[ClH:1]. Solvent: O1CCOCC1 (1,4-dioxane), CO (methanol). Reactants: 6-O-(2-keto-L-gulonoyl)-L-ascorbate, C([C@@H]([C@H]([C@@H](C(=O)C(=O)O)O)O)O)O (2-keto-L-gulonic acid), C([O-])([O-])=O.[Na+].[Na+] (sodium carbonate). Run in O (water), O (water). Conditions: temperature 40 celsius, time 2 hour. The product is O=C1C(O)=C(O)[C@H](O1)[C@@H](O)CO (L-ascorbic acid). Isolated yield 91.9%. Reaction SMILES: [CH2:1]([OH:13])[C@H:2]([OH:12])[C@@H:3](O)[C@H:4]([OH:10])[C:5]([C:7]([OH:9])=[O:8])=[O:6].C(=O)([O-])[O-].[Na+].[Na+]>O>[O:8]=[C:7]1[O:9][C@H:3]([C@H:2]([CH2:1][OH:13])[OH:12])[C:4]([OH:10])=[C:5]1[OH:6] |f:1.2.3|. Procedure details: 6-O-(2-keto-L-gulonoyl)-L-ascorbate substantially free from 2-keto-L-gulonic acid, 1.2 g (3.4 mmol), was dissolved in 50 ml of water, to which a solution of 1.8 g (8.5 mmol) of sodium carbonate in 5 ml of water was added and stirred at 40° C. for about 2 hours. Quantitative analysis of the reaction mixture according to the method described in Reference Example 1 showed that 1.10 g (yield: 91.9%) of L-ascorbic acid was present with 0.05 g of 2-keto-L-gulonic acid. Starting materials: crude salt, [Na].CN1CC(CC1)OC1=NC=C(C=C1C(=O)[O-])C1=CC=CC=C1 (sodium 2-[(1-methyl-3-pyrrolidinyl)oxy]-5-phenyl-3-pyridinecarboxylate), S(=O)(Cl)Cl (thionyl chloride). Run at time 10 minute. The product is CN1CC(CC1)OC1=NC=C(C=C1C(=O)Cl)C1=CC=CC=C1 (2-[(1-Methyl-3-pyrrolidinyl)oxy]-5-phenyl-3-pyridinecarboxylic acid chloride). As a reaction SMILES: [Na].[CH3:2][N:3]1[CH2:7][CH2:6][CH:5]([O:8][C:9]2[C:14]([C:15]([O-])=[O:16])=[CH:13][C:12]([C:18]3[CH:23]=[CH:22][CH:21]=[CH:20][CH:19]=3)=[CH:11][N:10]=2)[CH2:4]1.S(Cl)([Cl:26])=O>>[CH3:2][N:3]1[CH2:7][CH2:6][CH:5]([O:8][C:9]2[C:14]([C:15]([Cl:26])=[O:16])=[CH:13][C:12]([C:18]3[CH:23]=[CH:22][CH:21]=[CH:20][CH:19]=3)=[CH:11][N:10]=2)[CH2:4]1 |f:0.1,^1:0|. Procedure details: The crude salt: sodium-2-[(1-methyl-3-pyrrolidinyl)oxy]-5-phenyl-3-pyridinecarboxylate (96 g) prepared in Preparation 55 was mixed with about 400 ml of thionyl chloride and stirred at room temperature for 10 minutes. The unreacted thionyl chloride was evaporated off at 70° C. and the residue was azeotroped with toluene to give the title compound which was used to prepare 2-(2-chloroethyl)-2,3-dihydro-4-methyl-7-phenylpyrido[3,2-f]-1,4-oxazepin-5-(4H)-one midway in preparation of Intermediate 79.